This data is from the Open Reaction Database (ORD), a public repository of structured organic reaction records. The task is: describe an organic reaction: reactants, conditions, products, and yield Starting materials: NC1=C2N=CN(C2=NC(=N1)Cl)CC1=CC=CC=C1 (6-Amino-9-benzyl-2-chloropurine), C(C1=CC=CC=C1)N (benzylamine), [OH-].[Na+] (sodium hydroxide). The solvent is C(CCC)O (1-butanol). Yields the product NC1=C2N=CN(C2=NC(=N1)NCC1=CC=CC=C1)CC1=CC=CC=C1 (6-Amino-9-benzyl-2-benzylaminopurine). Isolated yield 67.2%. RXN SMILES: [NH2:1][C:2]1[N:10]=[C:9](Cl)[N:8]=[C:7]2[C:3]=1[N:4]=[CH:5][N:6]2[CH2:12][C:13]1[CH:18]=[CH:17][CH:16]=[CH:15][CH:14]=1.[CH2:19]([NH2:26])[C:20]1[CH:25]=[CH:24][CH:23]=[CH:22][CH:21]=1.[OH-].[Na+]>C(O)CCC>[NH2:1][C:2]1[N:10]=[C:9]([NH:26][CH2:19][C:20]2[CH:25]=[CH:24][CH:23]=[CH:22][CH:21]=2)[N:8]=[C:7]2[C:3]=1[N:4]=[CH:5][N:6]2[CH2:12][C:13]1[CH:18]=[CH:17][CH:16]=[CH:15][CH:14]=1 |f:2.3|. Procedure: 6-Amino-9-benzyl-2-chloropurine (200 mg, 0.77 mmol) and benzylamine (825 mg, 7.70 mmol) in 1-butanol (10 ml) were refluxed on heating for 8 hours. The reaction mixture was condensed in vacuo. To the residue was added 5N aqueous sodium hydroxide and the solution was extracted with chloroform. The organic layer was dried on sodium sulfate, filtered and the solvent in the filtrate was evaporated in vacuo. The residue was purified with silica gel chromatography (2% methanol/chloroform) to give the s...